From a dataset of the Open Reaction Database (ORD), a public repository of structured organic reaction records. describe an organic reaction: reactants, conditions, products, and yield Starting materials: CC1(OB(OC1(C)C)C1=CC=C(OCC=2C=C(C(=O)O)C=CC2)C=C1)C (3-{[4-(4,4,5,5-tetramethyl-1,3,2-dioxaborolan-2-yl)phenoxy]methyl}benzoic acid), BrC1=CC(=C(C=2C=COC21)F)F (7-bromo-4,5-difluoro-1-benzofuran), C([O-])([O-])=O.[Na+].[Na+] (sodium carbonate), O1CCOCC1 (1,4-dioxane). The reagents and catalysts are C1=CC=C(C=C1)P([C-]2C=CC=C2)C3=CC=CC=C3.C1=CC=C(C=C1)P([C-]2C=CC=C2)C3=CC=CC=C3.Cl[Pd]Cl.[Fe+2] (Pd(dppf)Cl2). Run in O (water). Conditions: temperature 100 celsius, time 2 hour. Yields the product FC1=C(C=C(C2=C1C=CO2)C2=CC=C(OCC=1C=C(C(=O)O)C=CC1)C=C2)F (3-{[4-(4,5-difluoro-1-benzofuran-7-yl)-phenoxy]methyl}benzoic acid). As a reaction SMILES: CC1(C)C(C)(C)OB([C:9]2[CH:25]=[CH:24][C:12]([O:13][CH2:14][C:15]3[CH:16]=[C:17]([CH:21]=[CH:22][CH:23]=3)[C:18]([OH:20])=[O:19])=[CH:11][CH:10]=2)O1.Br[C:28]1[C:36]2[O:35][CH:34]=[CH:33][C:32]=2[C:31]([F:37])=[C:30]([F:38])[CH:29]=1.C(=O)([O-])[O-].[Na+].[Na+].O1CCOCC1>C1C=CC(P(C2C=CC=CC=2)[C-]2C=CC=C2)=CC=1.C1C=CC(P(C2C=CC=CC=2)[C-]2C=CC=C2)=CC=1.Cl[Pd]Cl.[Fe+2].O>[F:37][C:31]1[C:32]2[CH:33]=[CH:34][O:35][C:36]=2[C:28]([C:9]2[CH:10]=[CH:11][C:12]([O:13][CH2:14][C:15]3[CH:16]=[C:17]([CH:21]=[CH:22][CH:23]=3)[C:18]([OH:20])=[O:19])=[CH:24][CH:25]=2)=[CH:29][C:30]=1[F:38] |f:2.3.4,6.7.8.9|. Reported procedure: To the compound (1.67 g, 4.72 mmol) obtained in Step 1, 7-bromo-4,5-difluoro-1-benzofuran (1.1 g, 4.72 mmol), sodium carbonate (1.0 g, 9.44 mmol), and Pd(dppf)Cl2 (catalytic amount), 1,4-dioxane (24 mL) and water (8 mL) were added, and stirred at 100° C. for 2 hours. The reaction solution was concentrated under reduced pressure. To the residue, ethyl acetate and 1 N hydrochloric acid were added and stirred. After that, the insoluble material was filtered off, and extraction was performed with et... Reactants: CCCCCCCON1C(C)(C)CC(N)CC1(C)C, CCCCCCCCCCCCC1CC(=O)OC1=O. The product is CCCCCCCCCCCCC1CC(=O)N(C2CC(C)(C)N(OCCCCCCC)C(C)(C)C2)C1=O. RXN SMILES: [CH2:1]([CH2:2][CH2:3][CH2:4][CH2:5][CH2:6][CH3:7])[O:8][N:9]1[C:10]([CH3:18])([CH3:19])[CH2:11][CH:12]([NH2:17])[CH2:13][C:14]1([CH3:15])[CH3:16].[CH2:20]([CH2:21][CH2:22][CH2:23][CH2:24][CH2:25][CH2:26][CH2:27][CH2:28][CH2:29][CH2:30][CH3:31])[CH:32]1[C:33](=[O:34])[O:35][C:36](=[O:38])[CH2:37]1>>[CH2:1]([CH2:2][CH2:3][CH2:4][CH2:5][CH2:6][CH3:7])[O:8][N:9]1[C:10]([CH3:18])([CH3:19])[CH2:11][CH:12]([N:17]2[C:33](=[O:34])[CH:32]([CH2:20][CH2:21][CH2:22][CH2:23][CH2:24][CH2:25][CH2:26][CH2:27][CH2:28][CH2:29][CH2:30][CH3:31])[CH2:37][C:36]2=[O:35])[CH2:13][C:14]1([CH3:15])[CH3:16].